From a dataset of the Open Reaction Database (ORD), a public repository of structured organic reaction records. describe an organic reaction: reactants, conditions, products, and yield Reactants: CC(C)(C)S(=O)N (2-methylpropane-2-sulfinamide), BrC=1C=C2C(CC3(CCCCC3)OC2=CC1)=O (6-bromospiro[chroman-2,1′-cyclohexan]-4-one). Reagents/catalysts: C(C)(C)O[Ti](OC(C)C)(OC(C)C)OC(C)C (tetraisopropoxytitanium). Run in C1CCOC1 (THF). The product is BrC=1C=C2\C(\CC3(CCCCC3)OC2=CC1)=N\S(=O)C(C)(C)C ((E)-N-(6-bromospiro[chroman-2,1′-cyclohexane]-4-ylidene)-2-methylpropane-2-sulfinamide). Isolated yield 51.4%. RXN SMILES: [CH3:1][C:2]([S:5]([NH2:7])=[O:6])([CH3:4])[CH3:3].[Br:8][C:9]1[CH:10]=[C:11]2[C:21](=[CH:22][CH:23]=1)[O:20][C:14]1([CH2:19][CH2:18][CH2:17][CH2:16][CH2:15]1)[CH2:13][C:12]2=O>C1COCC1.C(O[Ti](OC(C)C)(OC(C)C)OC(C)C)(C)C>[Br:8][C:9]1[CH:10]=[C:11]2[C:21](=[CH:22][CH:23]=1)[O:20][C:14]1([CH2:15][CH2:16][CH2:17][CH2:18][CH2:19]1)[CH2:13]/[C:12]/2=[N:7]\[S:5]([C:2]([CH3:4])([CH3:3])[CH3:1])=[O:6]. Procedure: The compound of 2-methylpropane-2-sulfinamide (29.54 g, 244.2 mmol) was added the solution of 6-bromospiro[chroman-2,1′-cyclohexan]-4-one (78.97 g, 268.6 mmol) in dry THF (900 mL), and then tetraisopropoxytitanium (193.1 g, 488.3 mmol) was added, The reaction mixture was reflux overnight. The mixture was removed in vacuo, and then quenched by brine, extracted with ethyl acetate. The ethyl acetate was dried over anhydrous Na2SO4, filtered, and evaporated to give (E)-N-(6-bromospiro[chroman-2,1′-c... Starting materials: CCO, Cl, O=C(O)c1ccc([N+](=O)[O-])c(F)c1, [K+], [OH-], O. The product is CCOc1cc(C(=O)O)ccc1[N+](=O)[O-]. Reaction SMILES: [CH3:17][CH2:18][OH:19].[ClH:16].[F:1][c:2]1[cH:3][c:4]([C:5](=[O:6])[OH:7])[cH:8][cH:9][c:10]1[N+:11](=[O:12])[O-:13].[K+:15].[OH-:14].[OH2:20]>>[c:2]1([O:19][CH2:18][CH3:17])[cH:3][c:4]([C:5](=[O:6])[OH:7])[cH:8][cH:9][c:10]1[N+:11](=[O:12])[O-:13]. Starting materials: NCCBr, Br, CNc1ncc(C)s1, [H-], [Na+], CN(C)C=O, O. As a reaction SMILES: [Br:12][CH2:13][CH2:14][NH2:15].[BrH:11].[CH3:1][NH:2][c:3]1[s:4][c:5]([CH3:8])[cH:6][n:7]1.[H-:9].[Na+:10].[O:16]=[CH:17][N:18]([CH3:19])[CH3:20].[OH2:21]>>[CH3:1][N:2]([c:3]1[s:4][c:5]([CH3:8])[cH:6][n:7]1)[CH2:13][CH2:14][NH2:15]. The product is Cc1cnc(N(C)CCN)s1. Starting materials: NC[C@H](C)O ((S)-1-amino-2-propanol), O=CCC1C(C2=CC(=CC=C2C1)F)=O ((RS)-2-(2-oxoethyl)-6-fluoro-1-indanone), O (water). Reagents/catalysts: C1(=CC=C(C=C1)S(=O)(=O)O)C (p-toluenesulfonic acid). Run in C1(=CC=CC=C1)C (toluene), C1(=CC=CC=C1)C (toluene). Run at time 30 minute. Product: FC1=CC=C2CC3=C(N(C=C3)C[C@H](C)O)C2=C1 ((S)-1-(7-fluoro-1,4-dihydro-indeno[1,2-b]pyrrol-1-yl)-propan-2-ol). Yield: 65.4%. RXN SMILES: O=[CH:2][CH2:3][CH:4]1[CH2:12][C:11]2[C:6](=[CH:7][C:8]([F:13])=[CH:9][CH:10]=2)[C:5]1=O.O.[NH2:16][CH2:17][C@@H:18]([OH:20])[CH3:19]>C1(C)C=CC=CC=1.C1(C)C=CC(S(O)(=O)=O)=CC=1>[F:13][C:8]1[CH:7]=[C:6]2[C:11]([CH2:12][C:4]3[CH:3]=[CH:2][N:16]([CH2:17][C@@H:18]([OH:20])[CH3:19])[C:5]=32)=[CH:10][CH:9]=1. Procedure details: A solution of 1.92 g of (RS)-2-(2-oxoethyl)-6-fluoro-1-indanone and 80 mg of p-toluenesulfonic acid in 90 ml of anhydrous toluene was heated on a water separator. A solution of 3.0 g of (S)-1-amino-2-propanol in 20 ml of anhydrous toluene was added dropwise to the boiling solution over a period of 5 minutes. Subsequently, the mixture was boiled for an additional 30 minutes, during which the solvent was reduced to a volume of 20 ml. The cooled reaction mixture was purified by column chromatograph... The reactants are CCCBr, CC(=O)Nc1ccc(C=O)cc1, [Cl-], [Mg], [NH4+], C1CCOC1, O. The product is CCCC(O)c1ccc(NC(C)=O)cc1. As a reaction SMILES: [Br:1][CH2:2][CH2:3][CH3:4].[CH:6](=[O:7])[c:8]1[cH:9][cH:10][c:11]([NH:14][C:15]([CH3:16])=[O:17])[cH:12][cH:13]1.[Cl-:18].[Mg:5].[NH4+:19].[O:21]1[CH2:22][CH2:23][CH2:24][CH2:25]1.[OH2:20]>>[CH2:2]([CH2:3][CH3:4])[CH:6]([OH:7])[c:8]1[cH:9][cH:10][c:11]([NH:14][C:15]([CH3:16])=[O:17])[cH:12][cH:13]1. Reactants: C(C)(=O)N1C(C(C2=CC=C(C=C12)C(=O)OC)=C(C1=CC=CC=C1)OCC)=O (1-acetyl-3-(1-ethoxy-1-phenylmethylene)-6-methoxycarbonyl-2-indolinone), O=S1CCN(CC1)CC1=CC=C(N)C=C1 (4-(1-oxo-thiomorpholin-4-yl-methyl)-aniline). The product is O=S1CCN(CC1)CC1=CC=C(N\C(\C2=CC=CC=C2)=C\2/C(NC3=CC(=CC=C23)C(=O)OC)=O)C=C1 (3-Z-[1-(4-(1-oxo-thiomorpholin-4-yl-methyl)-anilino)-1-phenyl-methylene]-6-methoxycarbonyl-2-indolinone). RXN SMILES: C([N:4]1[C:12]2[C:7](=[CH:8][CH:9]=[C:10]([C:13]([O:15][CH3:16])=[O:14])[CH:11]=2)[C:6](=[C:17](OCC)[C:18]2[CH:23]=[CH:22][CH:21]=[CH:20][CH:19]=2)[C:5]1=[O:27])(=O)C.[O:28]=[S:29]1[CH2:34][CH2:33][N:32]([CH2:35][C:36]2[CH:42]=[CH:41][C:39]([NH2:40])=[CH:38][CH:37]=2)[CH2:31][CH2:30]1>>[O:28]=[S:29]1[CH2:34][CH2:33][N:32]([CH2:35][C:36]2[CH:42]=[CH:41][C:39]([NH:40]/[C:17](=[C:6]3\[C:5](=[O:27])[NH:4][C:12]4[C:7]\3=[CH:8][CH:9]=[C:10]([C:13]([O:15][CH3:16])=[O:14])[CH:11]=4)/[C:18]3[CH:23]=[CH:22][CH:21]=[CH:20][CH:19]=3)=[CH:38][CH:37]=2)[CH2:31][CH2:30]1. Reported procedure: Prepared from 1-acetyl-3-(1-ethoxy-1-phenylmethylene)-6-methoxycarbonyl-2-indolinone and 4-(1-oxo-thiomorpholin-4-yl-methyl)-aniline Rf value: 0.7 (silica gel, methylene chloride/methanol=10:1) C28H27N3O4S Starting materials: NCC1CCCO1, CCN=C=NCCCN(C)C, CN(C)c1ccncc1, O=C(O)c1ccc(S(=O)(=O)n2cc(C3CCCC3)c3ccccc32)cc1, ClCCl, Cl. The product is O=C(NCC1CCCO1)c1ccc(S(=O)(=O)n2cc(C3CCCC3)c3ccccc32)cc1. RXN SMILES: [CH2:39]([CH:40]1[CH2:41][CH2:42][CH2:43][O:44]1)[NH2:45].[CH3:2][N:3]([CH3:4])[CH2:5][CH2:6][CH2:7][N:8]=[C:9]=[N:10][CH2:11][CH3:12].[CH3:46][N:47]([CH3:48])[c:49]1[cH:50][cH:51][n:52][cH:53][cH:54]1.[CH:13]1([c:18]2[cH:19][n:20]([S:27](=[O:28])(=[O:29])[c:30]3[cH:31][cH:32][c:33]([C:34](=[O:35])[OH:36])[cH:37][cH:38]3)[c:21]3[cH:22][cH:23][cH:24][cH:25][c:26]23)[CH2:14][CH2:15][CH2:16][CH2:17]1.[Cl:55][CH2:56][Cl:57].[ClH:1]>>[CH:13]1([c:18]2[cH:19][n:20]([S:27](=[O:28])(=[O:29])[c:30]3[cH:31][cH:32][c:33]([C:34](=[O:35])[NH:45][CH2:39][CH:40]4[CH2:41][CH2:42][CH2:43][O:44]4)[cH:37][cH:38]3)[c:21]3[cH:22][cH:23][cH:24][cH:25][c:26]23)[CH2:14][CH2:15][CH2:16][CH2:17]1. Reactants: BrBr (Br2), FC(C=1C=CC=2C3=C(NC2C1)C=CN=C3O)(F)F (7-(trifluoromethyl)-5H-pyrido[4,3-b]indol-1-ol), CCOC(=O)C (EtOAc), C(=O)(O)[O-].[Na+] (NaHCO3). Reagents/catalysts: [Zn] (Zn). Solvent: ClCCl (dichloromethane), CC(=O)O (AcOH). Run at time 10 minute. Product: BrC1=CN=C(C2=C1NC=1C=C(C=CC21)C(F)(F)F)O (4-Bromo-7-(trifluoromethyl)-5H-pyrido[4.3-b]indol-1-ol). Reaction SMILES: [F:1][C:2]([F:18])([F:17])[C:3]1[CH:4]=[CH:5][C:6]2[C:7]3[C:15]([OH:16])=[N:14][CH:13]=[CH:12][C:8]=3[NH:9][C:10]=2[CH:11]=1.[Br:19]Br.CCOC(C)=O.C([O-])(O)=O.[Na+]>CC(O)=O.ClCCl.[Zn]>[Br:19][C:12]1[C:8]2[NH:9][C:10]3[CH:11]=[C:3]([C:2]([F:1])([F:17])[F:18])[CH:4]=[CH:5][C:6]=3[C:7]=2[C:15]([OH:16])=[N:14][CH:13]=1 |f:3.4|. Procedure details: To a suspension of 7-(trifluoromethyl)-5H-pyrido[4,3-b]indol-1-ol in AcOH (0.3 M) in a cold water bath was added a solution (0.3 M) of Br2 (1 equiv) in dichloromethane to provide a homogeneous mixture. After standing at room temperature a precipitate formed, and Zn powder (excess) was added at 0° C. After a period of 10 min, the reaction mixture was poured over EtOAc and saturated NaHCO3. The organic phase was separated, dried over Na2SO4 and evaporated. The resulting solid was suspended in ethe... The reactants are C(C)(C)(C)OC(=O)N1CCC(CC1)OC=1C=C2C(=CN=CC2=CC1)CCCC(F)(F)F (4-[4-(4,4,4-Trifluoro-butyl)-isoquinolin-6-yloxy]-piperidine-1-carboxylic acid tert-butyl ester). Run in Cl (hydrochloric acid), C(C)(C)O (isopropanol). Conditions: temperature 40 celsius, time 2 hour. The product is N1CCC(CC1)OC=1C=C2C(=CN=CC2=CC1)CCCC(F)(F)F (6-(Piperidin-4-yloxy)-4-(4,4,4-trifluoro-butyl)-isoquinoline). Yield: 98.7%. As a reaction SMILES: C(OC([N:8]1[CH2:13][CH2:12][CH:11]([O:14][C:15]2[CH:16]=[C:17]3[C:22](=[CH:23][CH:24]=2)[CH:21]=[N:20][CH:19]=[C:18]3[CH2:25][CH2:26][CH2:27][C:28]([F:31])([F:30])[F:29])[CH2:10][CH2:9]1)=O)(C)(C)C>Cl.C(O)(C)C>[NH:8]1[CH2:13][CH2:12][CH:11]([O:14][C:15]2[CH:16]=[C:17]3[C:22](=[CH:23][CH:24]=2)[CH:21]=[N:20][CH:19]=[C:18]3[CH2:25][CH2:26][CH2:27][C:28]([F:30])([F:29])[F:31])[CH2:10][CH2:9]1. Reported procedure: 42 mg of compound 89 were dissolved in 5M hydrochloric acid in isopropanol. The solution was stirred at room temperature for 2 hrs and another 2 hrs at 40° C., evaporated to dryness and taken up in water and lyophilized three times to give 32 mg of the desired product as the hydrochloride salt. LCMS Method #1, retention time 0.98 min, detected mass 338.16 [M+H]+ The reactants are C[S-], CC#N, Cc1cc2c(Cl)ncnc2o1, [Na+]. Product: CSc1ncnc2oc(C)cc12. Reaction SMILES: [CH3:12][S-:13].[CH3:15][C:16]#[N:17].[CH3:1][c:2]1[cH:3][c:4]2[c:5]([n:6][cH:7][n:8][c:9]2[Cl:10])[o:11]1.[Na+:14]>>[CH3:1][c:2]1[cH:3][c:4]2[c:5]([n:6][cH:7][n:8][c:9]2[S:13][CH3:12])[o:11]1.